Dataset: the Open Reaction Database (ORD), a public repository of structured organic reaction records. Task: describe an organic reaction: reactants, conditions, products, and yield The reactants are [BH4-], CO, CCOC(C)=O, CN1CC(OS(C)(=O)=O)CC1C(=O)N1CCNC1=O, [Na+], C1CCOC1. Yields the product CN1CC(OS(C)(=O)=O)CC1CN1CCNC1=O. Reaction SMILES: [BH4-:1].[CH3:22][OH:23].[CH3:29][CH2:30][O:31][C:32](=[O:33])[CH3:34].[CH3:3][S:4](=[O:5])(=[O:6])[O:7][CH:8]1[CH2:9][CH:10]([C:14](=[O:15])[N:16]2[C:17](=[O:21])[NH:18][CH2:19][CH2:20]2)[N:11]([CH3:13])[CH2:12]1.[Na+:2].[O:24]1[CH2:25][CH2:26][CH2:27][CH2:28]1>>[CH3:3][S:4](=[O:5])(=[O:6])[O:7][CH:8]1[CH2:9][CH:10]([CH2:14][N:16]2[C:17](=[O:21])[NH:18][CH2:19][CH2:20]2)[N:11]([CH3:13])[CH2:12]1. Starting materials: O1CCCC1 (tetrahydrofuran), [H-].[Na+] (sodium hydride), oil, O1COC2=C1C=CC(=C2)C=2C(=NN(C2NS(=O)(=O)C2=NC=C(C=C2)C(C)C)C)OCCO (N-[4-(1,3-benzodioxol-5-yl)-3-(2-hydroxyethoxy)-1-methyl-1H-pyrazol-5-yl]-5-isopropyl-2-pyridinesulfonamide), ClC=1C=NC(=NC1)S(=O)(=O)C (5-chloro-2(methylsulfonyl)pyrimidine). Solvent: CC(=O)N(C)C (dimethylacetamide). Reaction conditions: time 5 minute. Yields the product O1COC2=C1C=CC(=C2)C=2C(=NN(C2NS(=O)(=O)C2=NC=C(C=C2)C(C)C)C)OCCOC2=NC=C(C=N2)Cl (N-(4-(1,3-benzodioxol-5-yl)-3-{2-[(5-chloro-2-pyrimidinyl)oxy]ethoxy-}1-methyl-1H-pyrazol-5-yl)-5-isopropyl-2-pyridinesulfonamide). Isolated yield 45.0%. RXN SMILES: O1CCCC1.[H-].[Na+].[O:8]1[C:12]2[CH:13]=[CH:14][C:15]([C:17]3[C:18]([O:36][CH2:37][CH2:38][OH:39])=[N:19][N:20]([CH3:35])[C:21]=3[NH:22][S:23]([C:26]3[CH:31]=[CH:30][C:29]([CH:32]([CH3:34])[CH3:33])=[CH:28][N:27]=3)(=[O:25])=[O:24])=[CH:16][C:11]=2[O:10][CH2:9]1.[Cl:40][C:41]1[CH:42]=[N:43][C:44](S(C)(=O)=O)=[N:45][CH:46]=1>CC(N(C)C)=O>[O:8]1[C:12]2[CH:13]=[CH:14][C:15]([C:17]3[C:18]([O:36][CH2:37][CH2:38][O:39][C:44]4[N:45]=[CH:46][C:41]([Cl:40])=[CH:42][N:43]=4)=[N:19][N:20]([CH3:35])[C:21]=3[NH:22][S:23]([C:26]3[CH:31]=[CH:30][C:29]([CH:32]([CH3:34])[CH3:33])=[CH:28][N:27]=3)(=[O:25])=[O:24])=[CH:16][C:11]=2[O:10][CH2:9]1 |f:1.2|. Procedure: In an oven-dried flask a solution of tetrahydrofuran (50 ml) and dimethylacetamide (3 ml) was treated with sodium hydride as a 60% dispersion in oil (460 mg) under an atmosphere of nitrogen. The reaction was stirred for 5 min and then treated with N-[4-(1,3-benzodioxol-5-yl)-3-(2-hydroxyethoxy)-1-methyl-1H-pyrazol-5-yl]-5-isopropyl-2-pyridinesulfonamide (1.0 g) (Preparation 13). The reaction was stirred for 3 h and was then treated with 5-chloro-2(methylsulfonyl)pyrimidine (460 mg). After stirri... Procedure details: To a stirred solution of 5,65 g (0,04 moles) of 1,2,3,6-tetrahydro-2-pyridinecarboxylic acid methyl ester in 75 ml of dry toluene are added dropwise without cooling 9,2 g (0,04 moles) of 4-chloro-2-fluoro-5-isopropoxyphenyl isocyanate, dissolved in 200 ml of dry toluene. Reaction SMILES: [CH3:1][O:2][C:3]([CH:5]1[CH2:10][CH:9]=[CH:8][CH2:7][NH:6]1)=[O:4].[Cl:11][C:12]1[C:17]([O:18][CH:19]([CH3:21])[CH3:20])=[CH:16][C:15]([N:22]=[C:23]=[O:24])=[C:14]([F:25])[CH:13]=1>C1(C)C=CC=CC=1>[CH3:1][O:2][C:3]([CH:5]1[CH2:10][CH:9]=[CH:8][CH2:7][N:6]1[C:23]([NH:22][C:15]1[CH:16]=[C:17]([O:18][CH:19]([CH3:20])[CH3:21])[C:12]([Cl:11])=[CH:13][C:14]=1[F:25])=[O:24])=[O:4]. Product: COC(=O)C1N(CC=CC1)C(=O)NC1=C(C=C(C(=C1)OC(C)C)Cl)F (1[[(4-chloro-2-fluoro-5-isopropoxyphenyl)amino]carbonyl]-1,2,3,6-tetrahydro-2-pyridinecarboxylic acid-methyl ester). The reactants are COC(=O)C1NCC=CC1 (1,2,3,6-tetrahydro-2-pyridinecarboxylic acid methyl ester), ClC1=CC(=C(C=C1OC(C)C)N=C=O)F (4-chloro-2-fluoro-5-isopropoxyphenyl isocyanate). Run in C1(=CC=CC=C1)C (toluene), C1(=CC=CC=C1)C (toluene). Run at temperature 80 celsius, time 1.5 hour. The reagents and catalysts are CN(C)C=O (DMF). Reported procedure: 3,4-Dichlorophenylacetic acid was dissolved in SO2Cl2 followed by addition of a few drops of DMF. This resulting mixture was heated to 80 ° C for 15-30 min. followed by concentration of the reaction mixture under reduced pressure. The residue was dissolved in THF and slowly added to a solution of 5-(hydroxybenzylidene)thiazolidine-2,4-dione (1.5 eq.) and TEA (1.5 eq.) in THF. The resulting reaction was stirred for 1-2 h at which time the solid was filtered off and filtrate was concentrated under... Starting materials: OC(C1=CC=CC=C1)=C1C(NC(S1)=O)=O (5-(hydroxybenzylidene)thiazolidine-2,4-dione), TEA, ClC=1C=C(C=CC1Cl)CC(=O)O (3,4-Dichlorophenylacetic acid). The product is ClC=1C=C(C=CC1Cl)CC(=O)OC1=C(C=C2C(NC(S2)=O)=O)C=CC=C1 (5-(2-(3,4-Dichlorophenylacetoxy)benzylidene)thiazolidine-2,4-dione). Run in C1CCOC1 (THF), CCOC(=O)C (EtOAc), SO2Cl2, C1CCOC1 (THF). As a reaction SMILES: [Cl:1][C:2]1[CH:3]=[C:4]([CH2:9][C:10]([OH:12])=[O:11])[CH:5]=[CH:6][C:7]=1[Cl:8].O[C:14](=[C:21]1[S:25][C:24](=[O:26])[NH:23][C:22]1=[O:27])[C:15]1[CH:20]=[CH:19][CH:18]=[CH:17][CH:16]=1>CN(C=O)C.C1COCC1.CCOC(C)=O>[Cl:1][C:2]1[CH:3]=[C:4]([CH2:9][C:10]([O:12][C:20]2[CH:19]=[CH:18][CH:17]=[CH:16][C:15]=2[CH:14]=[C:21]2[S:25][C:24](=[O:26])[NH:23][C:22]2=[O:27])=[O:11])[CH:5]=[CH:6][C:7]=1[Cl:8]. Reactants: CCCCCCCCBr, CN(C)P(=O)(N(C)C)N(C)C, [H-], [I-], [K+], [Na+], [Na+], [OH-], O, CC(C(=O)O)c1ccc(C(=O)c2cccs2)cc1. Product: CCCCCCCCOC(=O)C(C)c1ccc(C(=O)c2cccs2)cc1. Reaction SMILES: [CH2:21]([CH2:22][CH2:23][CH2:24][CH2:25][CH2:26][CH2:27][CH3:28])[Br:29].[CH3:35][N:36]([P:37]([N:38]([CH3:39])[CH3:40])([N:41]([CH3:42])[CH3:43])=[O:44])[CH3:45].[H-:19].[I-:31].[K+:30].[Na+:20].[Na+:33].[OH-:32].[OH2:34].[c:1]1([C:6](=[O:7])[c:8]2[cH:9][cH:10][c:11]([CH:12]([C:13](=[O:14])[OH:15])[CH3:16])[cH:17][cH:18]2)[cH:2][cH:3][cH:4][s:5]1>>[c:1]1([C:6](=[O:7])[c:8]2[cH:9][cH:10][c:11]([CH:12]([C:13](=[O:14])[O:15][CH2:21][CH2:22][CH2:23][CH2:24][CH2:25][CH2:26][CH2:27][CH3:28])[CH3:16])[cH:17][cH:18]2)[cH:2][cH:3][cH:4][s:5]1. The reactants are BrC1=C(C=CC(=C1)F)S(=O)(=O)Cl (2-Bromo-4-fluorobenzenesulfonyl chloride), NC1=CC=C2C=3C=CN=NC3COC2=C1C(=O)OC (methyl 7-amino-10H-9-oxa-1,2-diazaphenanthrene-8-carboxylate), NC1=CC=C2C=3C=CN=NC3COC2=C1C(=O)OC (methyl 7-amino-10H-9-oxa-1,2-diazaphenanthrene-8-carboxylate). Run in N1=CC=CC=C1 (pyridine), C(Cl)Cl (DCM). Reaction conditions: time 4 day. Yields the product BrC1=C(C=CC(=C1)F)S(=O)(=O)NC1=CC=C2C=3C=CN=NC3COC2=C1C(=O)OC (methyl 7-(2-bromo-4-fluorobenzenesulfonylamino)-10H-9-oxa-1,2-diaza-phenanthrene-8-carboxylate). Yield: 53.8%. As a reaction SMILES: [Br:1][C:2]1[CH:7]=[C:6]([F:8])[CH:5]=[CH:4][C:3]=1[S:9](Cl)(=[O:11])=[O:10].[NH2:13][C:14]1[C:27]([C:28]([O:30][CH3:31])=[O:29])=[C:26]2[C:17]([C:18]3[CH:19]=[CH:20][N:21]=[N:22][C:23]=3[CH2:24][O:25]2)=[CH:16][CH:15]=1>N1C=CC=CC=1.C(Cl)Cl>[Br:1][C:2]1[CH:7]=[C:6]([F:8])[CH:5]=[CH:4][C:3]=1[S:9]([NH:13][C:14]1[C:27]([C:28]([O:30][CH3:31])=[O:29])=[C:26]2[C:17]([C:18]3[CH:19]=[CH:20][N:21]=[N:22][C:23]=3[CH2:24][O:25]2)=[CH:16][CH:15]=1)(=[O:11])=[O:10]. Reported procedure: 2-Bromo-4-fluorobenzenesulfonyl chloride (0.631 g) was added to a solution of methyl 7-amino-10H-9-oxa-1,2-diazaphenanthrene-8-carboxylate (Intermediate 6, 0.395 g) in pyridine (20 mL) and DCM (20 mL) and the mixture was allowed to stand at room temperature for 4 days. The resulting solution was evaporated in vacuo, and the residue was partitioned between a mixture of DCM and water and filtered through a phase separator. The filtrate was evaporated to dryness, and the residue was azeotroped with...